Dataset: the Open Reaction Database (ORD), a public repository of structured organic reaction records. Task: describe an organic reaction: reactants, conditions, products, and yield Reactants: CC(=O)N1CCNCC1, CC(C=O)NC(=O)OC(C)(C)C, CC(=O)O[BH-](OC(C)=O)OC(C)=O, CC(Cl)Cl, [Na+], [Na+], O=C([O-])O. Yields the product CC(=O)N1CCN(CC(C)NC(=O)OC(C)(C)C)CC1. As a reaction SMILES: [C:13]([CH3:14])(=[O:15])[N:16]1[CH2:17][CH2:18][NH:19][CH2:20][CH2:21]1.[C:1]([CH3:2])([CH3:3])([CH3:4])[O:5][C:6]([NH:7][CH:8]([CH:9]=[O:10])[CH3:11])=[O:12].[C:22]([O:23][BH-:24]([O:25][C:26](=[O:27])[CH3:28])[O:29][C:30](=[O:31])[CH3:32])(=[O:33])[CH3:34].[Cl:41][CH:42]([Cl:43])[CH3:44].[Na+:35].[Na+:40].[O-:36][C:37]([OH:38])=[O:39]>>[C:1]([CH3:2])([CH3:3])([CH3:4])[O:5][C:6]([NH:7][CH:8]([CH2:9][N:19]1[CH2:18][CH2:17][N:16]([C:13]([CH3:14])=[O:15])[CH2:21][CH2:20]1)[CH3:11])=[O:12]. The reactants are FC1=C(C=CC(=C1)F)[C@H]1N(C(OC1)=O)C1=NC=2N(C=C1)N=CC2C2=CC(=C(C=C2)C2=NN(C=N2)COCC[Si](C)(C)C)F ((R)-4-(2,4-difluorophenyl)-3-(3-(3-fluoro-4-(1-((2-(trimethylsilyl)ethoxy)methyl)-1H-1,2,4-triazol-3-yl)phenyl)pyrazolo[1,5-a]pyrimidin-5-yl)oxazolidin-2-one), FC1=C(C=CC(=C1)F)[C@H]1N(C(OC1)=O)C1=NC=2N(C=C1)N=CC2C2=CC(=C(C=C2)C2=NC=NN2COCC[Si](C)(C)C)F ((R)-4-(2,4-difluorophenyl)-3-(3-(3-fluoro-4-(1-((2-(trimethylsilyl)ethoxy)methyl)-1H-1,2,4-triazol-5-yl)phenyl)pyrazolo[1,5-a]pyrimidin-5-yl)oxazolidin-2-one). Product: FC1=C(C=CC(=C1)F)[C@H]1N(C(OC1)=O)C1=NC=2N(C=C1)N=CC2C2=CC(=C(C=C2)C2=NNC=N2)F ((R)-4-(2,4-difluorophenyl)-3-(3-(3-fluoro-4-(1H-1,2,4-triazol-3-yl)phenyl)pyrazolo[1,5-a]pyrimidin-5-yl)oxazolidin-2-one). Yield: 81.0%. RXN SMILES: [F:1][C:2]1[CH:7]=[C:6]([F:8])[CH:5]=[CH:4][C:3]=1[C@@H:9]1[CH2:13][O:12][C:11](=[O:14])[N:10]1[C:15]1[CH:20]=[CH:19][N:18]2[N:21]=[CH:22][C:23]([C:24]3[CH:29]=[CH:28][C:27]([C:30]4[N:34]=[CH:33][N:32](COCC[Si](C)(C)C)[N:31]=4)=[C:26]([F:43])[CH:25]=3)=[C:17]2[N:16]=1.FC1C=C(F)C=CC=1[C@@H]1COC(=O)N1C1C=CN2N=CC(C3C=CC(C4N(COCC[Si](C)(C)C)N=CN=4)=C(F)C=3)=C2N=1>>[F:1][C:2]1[CH:7]=[C:6]([F:8])[CH:5]=[CH:4][C:3]=1[C@@H:9]1[CH2:13][O:12][C:11](=[O:14])[N:10]1[C:15]1[CH:20]=[CH:19][N:18]2[N:21]=[CH:22][C:23]([C:24]3[CH:29]=[CH:28][C:27]([C:30]4[N:34]=[CH:33][NH:32][N:31]=4)=[C:26]([F:43])[CH:25]=3)=[C:17]2[N:16]=1. Procedure details: (R)-4-(2,4-difluorophenyl)-3-(3-(3-fluoro-4-(1H-1,2,4-triazol-3-yl)phenyl)pyrazolo[1,5-a]pyrimidin-5-yl)oxazolidin-2-one (16 mg, 81%) was prepared by the procedure described in Example 1, Step 9, using a mixture of (R)-4-(2,4-difluorophenyl)-3-(3-(3-fluoro-4-(1-((2-(trimethylsilyl)ethoxy)methyl)-1H-1,2,4-triazol-3-yl)phenyl)pyrazolo[1,5-a]pyrimidin-5-yl)oxazolidin-2-one and (R)-4-(2,4-difluorophenyl)-3-(3-(3-fluoro-4-(1-((2-(trimethylsilyl)ethoxy)methyl)-1H-1,2,4-triazol-5-yl)phenyl)pyrazolo[1,5... The reactants are CC1(C)CN(Cc2ccccc2)CC1O, CCO, Cl, [H][H]. Yields the product Cl, CC1(C)CNCC1O. Reaction SMILES: [CH2:1]([c:2]1[cH:3][cH:4][cH:5][cH:6][cH:7]1)[N:8]1[CH2:9][CH:10]([OH:15])[C:11]([CH3:13])([CH3:14])[CH2:12]1.[CH3:19][CH2:20][OH:21].[ClH:18].[H:16][H:17]>>[ClH:18].[NH:8]1[CH2:9][CH:10]([OH:15])[C:11]([CH3:13])([CH3:14])[CH2:12]1. The reactants are example 1 ( b ), C1(CCCC1)OC1=C(C(=O)O)C=C(C=C1)S(=O)(=O)C (2-Cyclopentyloxy-5-methanesulfonyl-benzoic acid), Cl.C1(=CC=CC=C1)S(=O)(=O)C1=CN=C(S1)N1CCNCC1 (1-(5-benzenesulfonyl-thiazol-2-yl)-piperazine hydrochloride). The product is C1(=CC=CC=C1)S(=O)(=O)C1=CN=C(S1)N1CCN(CC1)C(=O)C1=C(C=CC(=C1)S(=O)(=O)C)OC1CCCC1 ([4-(5-Benzenesulfonyl-thiazol-2-yl)-piperazin-1-yl]-(2-cyclopentyloxy-5-methanesulfonyl-phenyl)-methanone). Isolated yield 57.0%. As a reaction SMILES: [CH:1]1([O:6][C:7]2[CH:15]=[CH:14][C:13]([S:16]([CH3:19])(=[O:18])=[O:17])=[CH:12][C:8]=2[C:9]([OH:11])=O)[CH2:5][CH2:4][CH2:3][CH2:2]1.Cl.[C:21]1([S:27]([C:30]2[S:34][C:33]([N:35]3[CH2:40][CH2:39][NH:38][CH2:37][CH2:36]3)=[N:32][CH:31]=2)(=[O:29])=[O:28])[CH:26]=[CH:25][CH:24]=[CH:23][CH:22]=1>>[C:21]1([S:27]([C:30]2[S:34][C:33]([N:35]3[CH2:40][CH2:39][N:38]([C:9]([C:8]4[CH:12]=[C:13]([S:16]([CH3:19])(=[O:18])=[O:17])[CH:14]=[CH:15][C:7]=4[O:6][CH:1]4[CH2:2][CH2:3][CH2:4][CH2:5]4)=[O:11])[CH2:37][CH2:36]3)=[N:32][CH:31]=2)(=[O:29])=[O:28])[CH:26]=[CH:25][CH:24]=[CH:23][CH:22]=1 |f:1.2|. Procedure: Prepared in analogy to example 1 (b) from 2-cyclopentyloxy-5-methanesulfonyl-benzoic acid (Example A4) and 1-(5-benzenesulfonyl-thiazol-2-yl)-piperazine hydrochloride (Example 4(d)). The crude material was purified by chromatography (SiO2, ethyl acetate/heptane) followed by trituration in ether to yield the title compound as an off-white crystalline solid (yield 57%). MS (m/e): 576.0 (M+H+, 100%), 593.3 (M+NH4+, 94%).